This data is from the Open Reaction Database (ORD), a public repository of structured organic reaction records. The task is: describe an organic reaction: reactants, conditions, products, and yield Reactants: CC(C)(C)OC(=O)Nc1cc(Cl)c(I)cc1[N+](=O)[O-], CS(C)=O, NCCO. Yields the product CC(C)(C)OC(=O)Nc1cc(NCCO)c(I)cc1[N+](=O)[O-]. As a reaction SMILES: [C:1]([CH3:2])([CH3:3])([CH3:4])[O:5][C:6]([NH:7][c:8]1[c:9]([N+:16](=[O:17])[O-:18])[cH:10][c:11]([I:15])[c:12]([Cl:14])[cH:13]1)=[O:19].[CH3:24][S:25]([CH3:26])=[O:27].[NH2:20][CH2:21][CH2:22][OH:23]>>[C:1]([CH3:2])([CH3:3])([CH3:4])[O:5][C:6]([NH:7][c:8]1[c:9]([N+:16](=[O:17])[O-:18])[cH:10][c:11]([I:15])[c:12]([NH:20][CH2:21][CH2:22][OH:23])[cH:13]1)=[O:19].